From a dataset of the Open Reaction Database (ORD), a public repository of structured organic reaction records. describe an organic reaction: reactants, conditions, products, and yield Starting materials: C(C1=CC=CC=C1)(=O)NC1=C(C=C2C(C(NC2=C1)=O)(C)C)[N+](=O)[O-] (6-benzoylamino-5-nitro-3,3-dimethylindolin-2-one), [H][H] (hydrogen). Reagents/catalysts: [Pd] (palladium/charcoal). Solvent: C(C)(=O)O (acetic acid). The product is CC1(C(NC2=CC3=C(N=C(N3)C3=CC=CC=C3)C=C21)=O)C (7,7-Dimethyl-2-phenyl-6,7-dihydro-3H,5H-pyrrolo[2,3-f]benzimidazol-6-one). RXN SMILES: [C:1]([NH:9][C:10]1[CH:18]=[C:17]2[C:13]([C:14]([CH3:21])([CH3:20])[C:15](=[O:19])[NH:16]2)=[CH:12][C:11]=1[N+:22]([O-])=O)(=O)[C:2]1[CH:7]=[CH:6][CH:5]=[CH:4][CH:3]=1.[H][H]>[Pd].C(O)(=O)C>[CH3:20][C:14]1([CH3:21])[C:13]2[C:17](=[CH:18][C:10]3[NH:9][C:1]([C:2]4[CH:7]=[CH:6][CH:5]=[CH:4][CH:3]=4)=[N:22][C:11]=3[CH:12]=2)[NH:16][C:15]1=[O:19]. Reported procedure: 1.0 g. palladium/charcoal (10%) were introduced into 10.0 g. (30.7 mmol) 6-benzoylamino-5-nitro-3,3-dimethylindolin-2-one in 250 ml. glacial acetic acid. This mixture was hydrogenated in a shaking bomb at ambient temperature and normal pressure. After the take up of hydrogen had ceased, the solution was separated from the catalyst, slowly evaporated at 60° C. and the residue taken up in water and neutralised with 2N aqueous ammonia solution. The precipitate was filtered off with suction and recr... Reagents/catalysts: C1=CC=C(C=C1)P([C-]2C=CC=C2)C3=CC=CC=C3.C1=CC=C(C=C1)P([C-]2C=CC=C2)C3=CC=CC=C3.Cl[Pd]Cl.[Fe+2].ClCCl (dichloro[1,1′-bis(diphenylphosphino)ferrocene]palladium dichloromethane). Starting materials: BrC=1C=C(CN(S(=O)(=O)C2=C(C=CC=C2)Cl)CC(C)C)C=CC1 (N-(3-bromo-benzyl)-2-chloro-N-isobutyl-benzenesulfonamide), CS(=O)(=O)C=1C=C(C=CC1)B(O)O ((3-methylsulfonylphenyl)-boronic acid), C(=O)([O-])[O-].[Na+].[Na+] (Na2CO3). RXN SMILES: Br[C:2]1[CH:3]=[C:4]([CH:21]=[CH:22][CH:23]=1)[CH2:5][N:6]([CH2:17][CH:18]([CH3:20])[CH3:19])[S:7]([C:10]1[CH:15]=[CH:14][CH:13]=[CH:12][C:11]=1[Cl:16])(=[O:9])=[O:8].[CH3:24][S:25]([C:28]1[CH:29]=[C:30](B(O)O)[CH:31]=[CH:32][CH:33]=1)(=[O:27])=[O:26].C([O-])([O-])=O.[Na+].[Na+]>O1CCOCC1.O.C1C=CC(P(C2C=CC=CC=2)[C-]2C=CC=C2)=CC=1.C1C=CC(P(C2C=CC=CC=2)[C-]2C=CC=C2)=CC=1.Cl[Pd]Cl.[Fe+2].ClCCl>[Cl:16][C:11]1[CH:12]=[CH:13][CH:14]=[CH:15][C:10]=1[S:7]([N:6]([CH2:17][CH:18]([CH3:20])[CH3:19])[CH2:5][C:4]1[CH:3]=[C:2]([C:32]2[CH:31]=[CH:30][CH:29]=[C:28]([S:25]([CH3:24])(=[O:27])=[O:26])[CH:33]=2)[CH:23]=[CH:22][CH:21]=1)(=[O:9])=[O:8] |f:2.3.4,5.6,7.8.9.10.11|. Run in O1CCOCC1.O (dioxane water). Procedure: In analogy to example 1, step 3, N-(3-bromo-benzyl)-2-chloro-N-isobutyl-benzenesulfonamide was reacted with (3-methylsulfonylphenyl)-boronic acid, Na2CO3 and dichloro[1,1′-bis(diphenylphosphino)ferrocene]palladium dichloromethane adduct in dioxane/water to give 2-chloro-N-isobutyl-N-(3′-methanesulfonyl-biphenyl-3-ylmethyl)-benzenesulfonamide as a colorless solid. MS: 550.2 ([M+OAc]−) Yields the product ClC1=C(C=CC=C1)S(=O)(=O)N(CC=1C=C(C=CC1)C1=CC(=CC=C1)S(=O)(=O)C)CC(C)C (2-chloro-N-isobutyl-N-(3′-methanesulfonyl-biphenyl-3-ylmethyl)-benzenesulfonamide).